This data is from the Open Reaction Database (ORD), a public repository of structured organic reaction records. The task is: describe an organic reaction: reactants, conditions, products, and yield The reactants are N1([C@@H](C(=O)N[C@@H](CCCNC(N[N+](=O)[O-])=N)C(=O)OCC2=CC=CC=C2)CCC1)C(=O)OC(C)(C)C (Boc-D-Pro-Arg(NO2)-OBzl), Cl.CCOC(=O)C (HCl AcOEt), N([C@@H](COCC1=CC=CC=C1)C(=O)O)C(=O)OC(C)(C)C (Boc-Ser(Bzl)-OH), C=1C=CC2=C(C1)N=NN2O (HOBt), C1CCC(CC1)N=C=NC2CCCCC2 (DCC). Run in CCN(CC)CC (Et3N). The product is N([C@@H](COCC1=CC=CC=C1)C(=O)N1[C@@H](C(=O)N[C@@H](CCCNC(N[N+](=O)[O-])=N)C(=O)OCC2=CC=CC=C2)CCC1)C(=O)OC(C)(C)C (Boc-Ser(Bzl)-D-Pro-Arg(NO2)-OBzl). Reaction SMILES: [N:1]1([C:30](OC(C)(C)C)=[O:31])[CH2:29][CH2:28][CH2:27][C@@H:2]1[C:3]([NH:5][C@H:6]([C:17]([O:19][CH2:20][C:21]1[CH:26]=[CH:25][CH:24]=[CH:23][CH:22]=1)=[O:18])[CH2:7][CH2:8][CH2:9][NH:10][C:11](=[NH:16])[NH:12][N+:13]([O-:15])=[O:14])=[O:4].Cl.CCOC(C)=O.[NH:44]([C:58]([O:60][C:61]([CH3:64])([CH3:63])[CH3:62])=[O:59])[C@H:45](C(O)=O)[CH2:46][O:47][CH2:48][C:49]1[CH:54]=[CH:53][CH:52]=[CH:51][CH:50]=1.C1C=CC2N(O)N=NC=2C=1.C1CCC(N=C=NC2CCCCC2)CC1>CCN(CC)CC>[NH:44]([C:58]([O:60][C:61]([CH3:64])([CH3:63])[CH3:62])=[O:59])[C@H:45]([C:30]([N:1]1[CH2:29][CH2:28][CH2:27][C@@H:2]1[C:3]([NH:5][C@H:6]([C:17]([O:19][CH2:20][C:21]1[CH:26]=[CH:25][CH:24]=[CH:23][CH:22]=1)=[O:18])[CH2:7][CH2:8][CH2:9][NH:10][C:11](=[NH:16])[NH:12][N+:13]([O-:15])=[O:14])=[O:4])=[O:31])[CH2:46][O:47][CH2:48][C:49]1[CH:50]=[CH:51][CH:52]=[CH:53][CH:54]=1 |f:1.2|. Procedure details: The desired compound was prepared as an oily product from 12 g of Boc-D-Pro-Arg(NO2)-OBzl, 60 ml of 4N HCl-AcOEt, 3.3 ml of Et3N, 7 g of Boc-Ser(Bzl)-OH, 4.2 g of HOBt and 5.1 g of DCC in the same manner as in Example 7-(2). Reactants: NC1=NC=C(C#N)C(=C1)F (6-amino-4-fluoronicotinonitrile), CN(CC(CO)(C)C)C (3-(dimethylamino)-2,2-dimethylpropan-1-ol), intermediate 68. Yields the product NC1=NC=C(C#N)C(=C1)OCC(CN(C)C)(C)C (6-amino-4-(3-(dimethylamino)-2,2-dimethylpropoxy)nicotinonitrile). RXN SMILES: [NH2:1][C:2]1[CH:9]=[C:8](F)[C:5]([C:6]#[N:7])=[CH:4][N:3]=1.[CH3:11][N:12]([CH3:19])[CH2:13][C:14]([CH3:18])([CH3:17])[CH2:15][OH:16]>>[NH2:1][C:2]1[CH:9]=[C:8]([O:16][CH2:15][C:14]([CH3:18])([CH3:17])[CH2:13][N:12]([CH3:19])[CH3:11])[C:5]([C:6]#[N:7])=[CH:4][N:3]=1. Procedure: From intermediate 21 and 3-(dimethylamino)-2,2-dimethylpropan-1-ol, reacted in an analogous manner to the preparation of intermediate 68. UPLC-MS 3: Rt=0.40 min; MS m/z [M+H]+ 249.2. Reactants: O=[Cr](=O)=O, O=C1Cc2cc(CO)ccc2N1, c1ccncc1. The product is O=Cc1ccc2c(c1)CC(=O)N2. RXN SMILES: [O:1]=[Cr:2](=[O:3])=[O:4].[OH:5][CH2:6][c:7]1[cH:8][c:9]2[c:13]([cH:14][cH:15]1)[NH:12][C:11](=[O:16])[CH2:10]2.[cH:17]1[cH:18][cH:19][n:20][cH:21][cH:22]1>>[O:5]=[CH:6][c:7]1[cH:8][c:9]2[c:13]([cH:14][cH:15]1)[NH:12][C:11](=[O:16])[CH2:10]2. Starting materials: ClC1=NC=CC(=N1)Cl (2,4-dichloropyrimidine), C(#C)C=1C=CC(=C(C#N)C1)OC1=CC(=CC=C1)C(F)(F)F (5-ethynyl-2-{[3-(trifluoromethyl)phenyl]oxy}benzonitrile), TEA, C1(=CC=CC=C1)P(C1=CC=CC=C1)C1=CC=CC=C1 (triphenylphosphine). The reagents and catalysts are [Cu]I (copper(I) iodide), Cl[Pd]Cl.C1(=CC=CC=C1)P(C1=CC=CC=C1)C1=CC=CC=C1 (dichloropalladium triphenylphosphane). The solvent is O1CCCC1 (tetrahydrofuran). Conditions: temperature 60 celsius, time 12 hour. The product is ClC1=NC=CC(=N1)C#CC=1C=CC(=C(C#N)C1)OC1=CC(=CC=C1)C(F)(F)F (5-[(2-Chloro-4-pyrimidinyl)ethynyl]-2-{[3-(trifluoromethyl)phenyl]oxy}benzonitrile). As a reaction SMILES: [Cl:1][C:2]1[N:7]=[C:6](Cl)[CH:5]=[CH:4][N:3]=1.[C:9]([C:11]1[CH:12]=[CH:13][C:14]([O:19][C:20]2[CH:25]=[CH:24][CH:23]=[C:22]([C:26]([F:29])([F:28])[F:27])[CH:21]=2)=[C:15]([CH:18]=1)[C:16]#[N:17])#[CH:10].C1(P(C2C=CC=CC=2)C2C=CC=CC=2)C=CC=CC=1>[Cu]I.Cl[Pd]Cl.C1(P(C2C=CC=CC=2)C2C=CC=CC=2)C=CC=CC=1.O1CCCC1>[Cl:1][C:2]1[N:7]=[C:6]([C:10]#[C:9][C:11]2[CH:12]=[CH:13][C:14]([O:19][C:20]3[CH:25]=[CH:24][CH:23]=[C:22]([C:26]([F:27])([F:28])[F:29])[CH:21]=3)=[C:15]([CH:18]=2)[C:16]#[N:17])[CH:5]=[CH:4][N:3]=1 |f:4.5|. Reported procedure: A mixture of copper(I) iodide (117 mg, 0.613 mmol), dichloropalladium-triphenylphosphane (1:2) (215 mg, 0.306 mmol), 2,4-dichloropyrimidine (913 mg, 6.13 mmol), and 5-ethynyl-2-{[3-(trifluoromethyl)phenyl]oxy}benzonitrile (880 mg, 3.06 mmol) in a mixed solvents of TEA (18 mL, 129 mmol) and tetrahydrofuran (12 mL), was added triphenylphosphine (161 mg, 0.613 mmol) under Argon. The reaction mixture was stirred for 12 h at 60° C., filtered, washed with EA, concentrated. Purification via ISCO system... Starting materials: CC(C)(C)OC(=O)NCCCO, C1CCOC1, NC(=O)[O-], CC(C)OC(=O)N=NC(=O)OC(C)C, COc1cccc(O)c1-c1cc(Nc2cnc(C#N)cn2)n[nH]1, c1ccc(P(c2ccccc2)c2ccccc2)cc1. Product: COc1cccc(OCCCNC(=O)OC(C)(C)C)c1-c1cc(Nc2cnc(C#N)cn2)n[nH]1. Reaction SMILES: [C:43]([CH3:44])([CH3:45])([CH3:46])[O:47][C:48]([NH:49][CH2:50][CH2:51][CH2:52][OH:53])=[O:54].[CH2:73]1[O:74][CH2:75][CH2:76][CH2:77]1.[NH2:69][C:70](=[O:71])[O-:72].[O:55]=[C:56]([O:57][CH:58]([CH3:59])[CH3:60])[N:61]=[N:62][C:63]([O:64][CH:65]([CH3:66])[CH3:67])=[O:68].[OH:1][c:2]1[c:3](-[c:10]2[cH:11][c:12]([NH:15][c:16]3[n:17][cH:18][c:19]([C:22]#[N:23])[n:20][cH:21]3)[n:13][nH:14]2)[c:4]([O:8][CH3:9])[cH:5][cH:6][cH:7]1.[c:24]1([P:25]([c:26]2[cH:27][cH:28][cH:29][cH:30][cH:31]2)[c:32]2[cH:33][cH:34][cH:35][cH:36][cH:37]2)[cH:38][cH:39][cH:40][cH:41][cH:42]1>>[c:2]1([O:53][CH2:52][CH2:51][CH2:50][NH:49][C:48]([O:47][C:43]([CH3:44])([CH3:45])[CH3:46])=[O:54])[c:3](-[c:10]2[cH:11][c:12]([NH:15][c:16]3[n:17][cH:18][c:19]([C:22]#[N:23])[n:20][cH:21]3)[n:13][nH:14]2)[c:4]([O:8][CH3:9])[cH:5][cH:6][cH:7]1. Reactants: CCOC(=O)C1=C(C)NC(C)=C(C(=O)OCC)C1, Cc1ccccc1, O=C1NC(=S)SC1=Cc1cccc2c1CCC(=O)N2Cc1ccc(-c2ccccc2)cc1. Yields the product O=C1NC(=S)SC1Cc1cccc2c1CCC(=O)N2Cc1ccc(-c2ccccc2)cc1. RXN SMILES: [CH3:33][C:34]1=[C:45]([C:46]([O:47][CH2:48][CH3:49])=[O:50])[CH2:44][C:38]([C:39]([O:40][CH2:41][CH3:42])=[O:43])=[C:36]([CH3:37])[NH:35]1.[CH3:51][c:52]1[cH:53][cH:54][cH:55][cH:56][cH:57]1.[c:1]1(-[c:27]2[cH:28][cH:29][cH:30][cH:31][cH:32]2)[cH:2][cH:3][c:4]([CH2:7][N:8]2[C:9](=[O:26])[CH2:10][CH2:11][c:12]3[c:13]([CH:18]=[C:19]4[C:20](=[O:25])[NH:21][C:22](=[S:24])[S:23]4)[cH:14][cH:15][cH:16][c:17]32)[cH:5][cH:6]1>>[c:1]1(-[c:27]2[cH:28][cH:29][cH:30][cH:31][cH:32]2)[cH:2][cH:3][c:4]([CH2:7][N:8]2[C:9](=[O:26])[CH2:10][CH2:11][c:12]3[c:13]([CH2:18][CH:19]4[C:20](=[O:25])[NH:21][C:22](=[S:24])[S:23]4)[cH:14][cH:15][cH:16][c:17]32)[cH:5][cH:6]1.